From a dataset of the Open Reaction Database (ORD), a public repository of structured organic reaction records. describe an organic reaction: reactants, conditions, products, and yield Starting materials: COC(=O)C(CNC(=O)c1ccccc1)C(C)O, COC(=O)C(CNC(=O)c1ccccc1)C(C)O. The product is COC(=O)C(CNC(=O)c1ccccc1)C(C)=O. Reaction SMILES: [CH3:19][O:20][C:21](=[O:22])[CH:23]([CH2:24][NH:25][C:26](=[O:27])[c:28]1[cH:29][cH:30][cH:31][cH:32][cH:33]1)[CH:34]([OH:35])[CH3:36].[CH3:1][O:2][C:3]([CH:4]([CH:5]([CH3:6])[OH:7])[CH2:8][NH:9][C:10]([c:11]1[cH:12][cH:13][cH:14][cH:15][cH:16]1)=[O:17])=[O:18]>>[CH3:1][O:2][C:3]([CH:4]([C:5]([CH3:6])=[O:7])[CH2:8][NH:9][C:10]([c:11]1[cH:12][cH:13][cH:14][cH:15][cH:16]1)=[O:17])=[O:18]. Reactants: N1(CCCCC1)CCCOC1=CC=C(C=C1)C=1N(C2=CC=CC=C2C1)S(=O)(=O)C (2-[4-[3-piperidinopropoxy]phenyl]-1-(methanesulfonyl)indole), [OH-].[K+] (potassium hydroxide). The solvent is CO (methanol). Run at temperature 40 celsius, time 48 hour. Product: N1(CCCCC1)CCCOC1=CC=C(C=C1)C=1NC2=CC=CC=C2C1 (2-[4-(3-Piperidinopropoxy]phenyl)-1H-indole). The yield is 11.1%. Reaction SMILES: [N:1]1([CH2:7][CH2:8][CH2:9][O:10][C:11]2[CH:16]=[CH:15][C:14]([C:17]3[N:18](S(C)(=O)=O)[C:19]4[C:24]([CH:25]=3)=[CH:23][CH:22]=[CH:21][CH:20]=4)=[CH:13][CH:12]=2)[CH2:6][CH2:5][CH2:4][CH2:3][CH2:2]1.[OH-].[K+]>CO>[N:1]1([CH2:7][CH2:8][CH2:9][O:10][C:11]2[CH:16]=[CH:15][C:14]([C:17]3[NH:18][C:19]4[C:24]([CH:25]=3)=[CH:23][CH:22]=[CH:21][CH:20]=4)=[CH:13][CH:12]=2)[CH2:6][CH2:5][CH2:4][CH2:3][CH2:2]1 |f:1.2|. Procedure details: A solution of the product from Step F, Example 1 (41.4 mg, 0.10 mmol) in methanol (2.0 mL) was treated with potassium hydroxide (1.0 mL, 40% aq). The reaction was stirred at 40° C. for 48 hours and concentrated in vacuo. The residue was purified by silica gel chromatography (methanol:dichloromethane) to provide pure title compound (3.7 mg). MS (ESI) m/z 335 (MH+); 1H-NMR (CDCl3) δ 8.19 (bs, 1H), 7.48 (d, 2H), 7.27 (m, 2H), 7.07 (t, 1H), 7.00 (t, 1H), 6.86 (d, 2H), 6.61 (s, 1H), 3.96 (t, 2H), 2.5...